From a dataset of the Open Reaction Database (ORD), a public repository of structured organic reaction records. describe an organic reaction: reactants, conditions, products, and yield Starting materials: N([C@@H](CCCNC(N[N+](=O)[O-])=N)C(=O)NCC(=O)N)C(=O)OC(C)(C)C (Boc-Arg(NO2)-Gly-NH2), Cl.CCOC(=O)C (HCl AcOEt), N1([C@H](C(=O)ON2C(=O)CCC2=O)CCC1)C(=O)OC(C)(C)C (Boc-Pro-OSu). Run in CCN(CC)CC (Et3N). Yields the product N1([C@H](C(=O)N[C@@H](CCCNC(N[N+](=O)[O-])=N)C(=O)NCC(=O)N)CCC1)C(=O)OC(C)(C)C (Boc-Pro-Arg(NO2)-Gly-NH2). RXN SMILES: [NH:1]([C:20]([O:22]C(C)(C)C)=O)[C@H:2]([C:13]([NH:15][CH2:16][C:17]([NH2:19])=[O:18])=[O:14])[CH2:3][CH2:4][CH2:5][NH:6][C:7](=[NH:12])[NH:8][N+:9]([O-:11])=[O:10].Cl.CCOC(C)=O.[N:34]1([C:49]([O:51][C:52]([CH3:55])([CH3:54])[CH3:53])=[O:50])[CH2:48][CH2:47][CH2:46][C@H:35]1C(ON1C(=O)CCC1=O)=O>CCN(CC)CC>[N:34]1([C:49]([O:51][C:52]([CH3:55])([CH3:54])[CH3:53])=[O:50])[CH2:48][CH2:47][CH2:46][C@H:35]1[C:20]([NH:1][C@H:2]([C:13]([NH:15][CH2:16][C:17]([NH2:19])=[O:18])=[O:14])[CH2:3][CH2:4][CH2:5][NH:6][C:7](=[NH:12])[NH:8][N+:9]([O-:11])=[O:10])=[O:22] |f:1.2|. Procedure: The desired compound was prepared from 6.0 g of Boc-Arg(NO2)-Gly-NH2, 40 ml of 4N HCl-AcOEt, 3.4 ml of Et3N and 5.1 g of Boc-Pro-OSu in the same manner as in Example 26-(4). Reaction SMILES: [CH3:25][C:26]([O-:27])([CH3:28])[CH3:29].[CH3:31][S:32]([CH3:33])=[O:34].[Cl:1][c:2]1[n:3][c:4]2[c:9]([cH:10][n:11]1)[N:8]([CH:12]1[CH2:13][CH2:14][S:15][CH2:16][CH2:17]1)[C:7](=[O:18])[CH:6]1[N:5]2[CH2:22][CH2:21][O:20][CH2:19]1.[I:23][CH3:24].[Na+:30]>>[Cl:1][c:2]1[n:3][c:4]2[c:9]([cH:10][n:11]1)[N:8]([CH:12]1[CH2:13][CH2:14][S:15][CH2:16][CH2:17]1)[C:7](=[O:18])[C:6]1([CH3:25])[N:5]2[CH2:22][CH2:21][O:20][CH2:19]1. Starting materials: CC(C)(C)[O-], CS(C)=O, O=C1C2COCCN2c2nc(Cl)ncc2N1C1CCSCC1, CI, [Na+]. The product is CC12COCCN1c1nc(Cl)ncc1N(C1CCSCC1)C2=O. The reactants are Cc1ccc(Br)c(C)c1, CC(C)(C)OC(=O)N1CCNC(=O)C1, O=C([O-])[O-], CNCCNC, Cc1ccccc1, [Cu]I, [K+], [K+], O. The product is Cc1ccc(N2CCN(C(=O)OC(C)(C)C)CC2=O)c(C)c1. Reaction SMILES: [Br:15][c:16]1[c:17]([CH3:23])[cH:18][c:19]([CH3:22])[cH:20][cH:21]1.[C:1]([CH3:2])([CH3:3])([CH3:4])[O:5][C:6](=[O:7])[N:8]1[CH2:9][C:10](=[O:14])[NH:11][CH2:12][CH2:13]1.[C:24](=[O:25])([O-:26])[O-:27].[CH3:30][NH:31][CH2:32][CH2:33][NH:34][CH3:35].[CH3:39][c:40]1[cH:41][cH:42][cH:43][cH:44][cH:45]1.[Cu:36][I:37].[K+:28].[K+:29].[OH2:38]>>[C:1]([CH3:2])([CH3:3])([CH3:4])[O:5][C:6](=[O:7])[N:8]1[CH2:9][C:10](=[O:14])[N:11]([c:16]2[c:17]([CH3:23])[cH:18][c:19]([CH3:22])[cH:20][cH:21]2)[CH2:12][CH2:13]1. Starting materials: C1(=CC=CC=C1)N1C=NC2=C(C1=O)SC=C2C2=CC=CC=C2 (3,7-Diphenylthieno[3,2-d]pyrimidin-4(3H)-one), NC1=C(SC=C1C1=C(C=CC=C1)F)C(=O)OC (methyl 3-amino-4-(2-fluorophenyl)thiophene-2-carboxylate), C(OCC)(OCC)OCC (triethyl orthoformate), ClC1=CC=C(N)C=C1 (4-chloroaniline). Run in C(C)(=O)O (acetic acid). Yields the product ClC1=CC=C(C=C1)N1C=NC2=C(C1=O)SC=C2C2=C(C=CC=C2)F (3-(4-Chlorophenyl)-7-(2-fluorophenyl)thieno[3,2-d]pyrimidin-4(3H)-one). The yield is 27.0%. As a reaction SMILES: [C:1]1([N:7]2[C:12](=O)C3SC=C(C4C=CC=CC=4)C=3N=C2)[CH:6]=[CH:5][CH:4]=[CH:3][CH:2]=1.[NH2:23][C:24]1[C:28]([C:29]2[CH:34]=[CH:33][CH:32]=[CH:31][C:30]=2[F:35])=[CH:27][S:26][C:25]=1[C:36]([O:38]C)=O.C(OCC)(OCC)OCC.[Cl:50]C1C=CC(N)=CC=1>C(O)(=O)C>[Cl:50][C:4]1[CH:5]=[CH:6][C:1]([N:7]2[C:36](=[O:38])[C:25]3[S:26][CH:27]=[C:28]([C:29]4[CH:34]=[CH:33][CH:32]=[CH:31][C:30]=4[F:35])[C:24]=3[N:23]=[CH:12]2)=[CH:2][CH:3]=1. Procedure details: In the same manner as the synthesis of Compound 1, methyl 3-amino-4-(2-fluorophenyl)thiophene-2-carboxylate (100 mg, 40 mmol), triethyl orthoformate (2.0 ml), 4-chloroaniline (94.43 mg, 0.74 mmol), and acetic acid (0.1 ml) were used to give 38 mg (0.11 mmol, 27% yield) of the title compound. The reactants are C(=O)(OC(C)(C)C)N1CCN(CC1)C(CC=1C=NC=CC1)=O (1-Boc-4-[(3-pyridinyl)acetyl]piperazine), B (borane), ThF. Run in C1CCOC1 (THF). Run at time 3 hour. Product: N1=CC(=CC=C1)CCN1CCNCC1 (1-[2-(3-pyridinyl)ethyl]piperazine). The yield is 56.3%. As a reaction SMILES: C([N:8]1[CH2:13][CH2:12][N:11]([C:14](=O)[CH2:15][C:16]2[CH:17]=[N:18][CH:19]=[CH:20][CH:21]=2)[CH2:10][CH2:9]1)(OC(C)(C)C)=O.B>C1COCC1>[N:18]1[CH:19]=[CH:20][CH:21]=[C:16]([CH2:15][CH2:14][N:11]2[CH2:12][CH2:13][NH:8][CH2:9][CH2:10]2)[CH:17]=1. Reported procedure: 1-Boc-4-[(3-pyridinyl)acetyl]piperazine (8.0 g, 26.2 mmol) was added to a solution of borane.ThF (2.0 M in THF, 39.5 mL, 78.6 mmol) in THF (200 mL) at 0° C. The mixture was heated to reflux for 8 h and cooled to room temperature. The excess borane was quenched with methanol and 3 N HCl. The mixture stirred for 3 h at room temperature, and the solvents were removed under vacuum. The crude product was purified by chromatography (SiO2, 4:1 CH2Cl2:CMA) to provide 1-[2-(3-pyridinyl)ethyl]piperazine (... Reaction SMILES: [Cl:1][c:2]1[c:3]([F:18])[cH:4][c:5]2[c:6](=[O:17])[c:7]([C:14](=[O:15])[OH:16])[cH:8][n:9]([CH2:12][CH3:13])[c:10]2[cH:11]1.[OH2:37].[cH:31]1[cH:32][cH:33][n:34][cH:35][cH:36]1.[n:19]1[cH:20][cH:21][c:22]([N:25]2[CH2:26][CH2:27][NH:28][CH2:29][CH2:30]2)[cH:23][cH:24]1>>[c:2]1([N:28]2[CH2:27][CH2:26][N:25]([c:22]3[cH:21][cH:20][n:19][cH:24][cH:23]3)[CH2:30][CH2:29]2)[c:3]([F:18])[cH:4][c:5]2[c:6](=[O:17])[c:7]([C:14](=[O:15])[OH:16])[cH:8][n:9]([CH2:12][CH3:13])[c:10]2[cH:11]1. Product: CCn1cc(C(=O)O)c(=O)c2cc(F)c(N3CCN(c4ccncc4)CC3)cc21. Starting materials: CCn1cc(C(=O)O)c(=O)c2cc(F)c(Cl)cc21, O, c1ccncc1, c1cc(N2CCNCC2)ccn1.